Task: describe an organic reaction: reactants, conditions, products, and yield. Dataset: the Open Reaction Database (ORD), a public repository of structured organic reaction records The reactants are [F-].[Cs+] (CsF), BrC=1SC=C(N1)C(=O)OCC (Ethyl 2-bromothiazole-4-carboxylate), FC(OC1=CC=C(C=C1)B(O)O)(F)F (4-(trifluoromethoxy)phenylboronic acid). Reagents/catalysts: CC(C)([P](C(C)(C)C)([Pd][P](C(C)(C)C)(C(C)(C)C)C(C)(C)C)C(C)(C)C)C (bis(tri-t-butylphosphine)palladium(0)). The solvent is O1CCOCC1 (1,4-dioxane). Run at temperature 100 celsius. The product is SiO2, FC(OC1=CC=C(C=C1)C=1SC=C(N1)C(=O)OCC)(F)F (ethyl 2-[4-(trifluoromethoxy)phenyl]-1,3-thiazole-4-carboxylate). Isolated yield 52.8%. Reaction SMILES: Br[C:2]1[S:3][CH:4]=[C:5]([C:7]([O:9][CH2:10][CH3:11])=[O:8])[N:6]=1.[F:12][C:13]([F:25])([F:24])[O:14][C:15]1[CH:20]=[CH:19][C:18](B(O)O)=[CH:17][CH:16]=1.[F-].[Cs+]>CC(C)([P](C(C)(C)C)([Pd][P](C(C)(C)C)(C(C)(C)C)C(C)(C)C)C(C)(C)C)C.O1CCOCC1>[F:12][C:13]([F:24])([F:25])[O:14][C:15]1[CH:20]=[CH:19][C:18]([C:2]2[S:3][CH:4]=[C:5]([C:7]([O:9][CH2:10][CH3:11])=[O:8])[N:6]=2)=[CH:17][CH:16]=1 |f:2.3,^1:30,36|. Reported procedure: Ethyl 2-bromothiazole-4-carboxylate (100 mg, 0.424 mmole), 4-(trifluoromethoxy)phenylboronic acid (113 mg, 0.551 mmole), CsF (129 mg, 0.847 mmole), and bis(tri-t-butylphosphine)palladium(0) (22 mg, 0.043 mmole) were combined in a screw cap vial. To this was added 1,4-dioxane (2 mL). N2 was bubbled through the mixture for 10 seconds. The vial was capped then heated to 100° C. After 6 hr the mixture was cooled to RT, diluted with EtOAc, filtered through a pad of Celite washing with EtOAc, and conc... Starting materials: N#Cc1ccc(Br)cc1, CN(C)C=O, [H-], CC(N)CO, [Na+], O. The product is CC(N)COc1ccc(C#N)cc1. As a reaction SMILES: [Br:8][c:9]1[cH:10][cH:11][c:12]([C:13]#[N:14])[cH:15][cH:16]1.[CH3:18][N:19]([CH3:20])[CH:21]=[O:22].[H-:6].[NH2:1][CH:2]([CH2:3][OH:4])[CH3:5].[Na+:7].[OH2:17]>>[NH2:1][CH:2]([CH2:3][O:4][c:9]1[cH:10][cH:11][c:12]([C:13]#[N:14])[cH:15][cH:16]1)[CH3:5]. Reactants: ClC=1C=CC(=C(C(=O)O)C1)I (5-chloro-2-iodobenzoic acid), O=S(Cl)Cl (SOCl2). Solvent: C1(=CC=CC=C1)C (toluene). Run at temperature 100 celsius. Product: ClC=1C=CC(=C(C(=O)Cl)C1)I (5-chloro-2-iodobenzoyl chloride). As a reaction SMILES: [Cl:1][C:2]1[CH:3]=[CH:4][C:5]([I:11])=[C:6]([CH:10]=1)[C:7](O)=[O:8].O=S(Cl)[Cl:14]>C1(C)C=CC=CC=1>[Cl:1][C:2]1[CH:3]=[CH:4][C:5]([I:11])=[C:6]([CH:10]=1)[C:7]([Cl:14])=[O:8]. Procedure details: To a solution of 5-chloro-2-iodobenzoic acid (3.0 g, 10.6 mmol) in toluene (150 mL), SOCl2 (7.75 mL, 106 mmol) was added and the mixture was heated at 100° C. for 3 hours. The solvent was concentrated in vacuum and the residue was co-evaporated from toluene twice to give the title compound as a grey solid. Yield (3.2 g, 100%) The reactants are OCC(C)(C)NS(=O)(=O)C1=C(N=C(S1)NC(C)=O)C (2-acetamido-4-methyl-thiazole-5-sulfonic acid (2-hydroxy-1,1-dimethyl-ethyl)-amide). Run in Cl (hydrochloric acid). Conditions: temperature 80 celsius. Yields the product OCC(C)(C)NS(=O)(=O)C1=C(N=C(S1)N)C (2-Amino-4-methyl-thiazole-5-sulfonic acid (2-hydroxy-1,1-dimethyl-ethyl)-amide). Yield: 71.6%. As a reaction SMILES: [OH:1][CH2:2][C:3]([NH:6][S:7]([C:10]1[S:14][C:13]([NH:15]C(=O)C)=[N:12][C:11]=1[CH3:19])(=[O:9])=[O:8])([CH3:5])[CH3:4]>Cl>[OH:1][CH2:2][C:3]([NH:6][S:7]([C:10]1[S:14][C:13]([NH2:15])=[N:12][C:11]=1[CH3:19])(=[O:9])=[O:8])([CH3:5])[CH3:4]. Procedure: A stirred suspension of 2-acetamido-4-methyl-thiazole-5-sulfonic acid (2-hydroxy-1,1-dimethyl-ethyl)-amide (1.15 g, 3.58 mmol) in 6N hydrochloric acid (14 ml) was heated for 2 h at 80° C., evaporated., and saturated NaHCO3 solution (30 ml) was added. The mixture was extracted with ethyl acetate (3×50 ml), the combined organic layers washed with brine (30 ml), dried (MgSO4) and evaporated. The crude product was further purified by column chromatography on silica gel (dichloromethane/MeOH/NH4OH 80... The reactants are FC(S(=O)(=O)OC)(F)F (methyl trifluoromethanesulphonate), O (water), CN1CC[C@]23C4=C5C=CC(=C4O[C@H]2C(=O)C=C[C@H]3[C@H]1C5)OC (Codeinone), CC(C)([O-])C.[K+] (potassium tert-butoxide). Run in CN(C=O)C (N,N-dimethylformamide), C(C)(=O)OCC (ethyl acetate). Run at time 10 minute. Yields the product CN1CC[C@]23C4=C5C=CC(=C4O[C@H]2C(=CC=C3[C@H]1C5)OC)OC (thebaine). Reaction SMILES: [CH3:1][N:2]1[C@@H:19]2[CH2:20][C:7]3[CH:8]=[CH:9][C:10]([O:21][CH3:22])=[C:11]4[O:12][C@H:13]5[C:14]([CH:16]=[CH:17][C@@H:18]2[C@:5]5([C:6]=34)[CH2:4][CH2:3]1)=[O:15].[CH3:23]C(C)([O-])C.[K+].FC(F)(F)S(OC)(=O)=O.O>CN(C)C=O.C(OCC)(=O)C>[CH3:1][N:2]1[C@@H:19]2[CH2:20][C:7]3[CH:8]=[CH:9][C:10]([O:21][CH3:22])=[C:11]4[O:12][C@H:13]5[C:14]([O:15][CH3:23])=[CH:16][CH:17]=[C:18]2[C@:5]5([C:6]=34)[CH2:4][CH2:3]1 |f:1.2|. Procedure details: Codeinone (300 mg) was added to a stirred suspension of potassium tert-butoxide (153 mg) in N,N-dimethylformamide (5 ml) at room temperature. After 10 minutes, methyl trifluoromethanesulphonate (164 mg) was added dropwise to the suspension. The solution was stirred for 5 minutes, diluted with ethyl acetate (30 ml), and then poured into water (50 ml). The aqueous phase was removed, and the organic phase was dried with sodium sulphate and evaporated, producing an orange solid. Analysis by HPLC aga... Reactants: CN1CCOCC1, CCN=C=NCCCN(C)C, ClCCl, Cl, Nc1ccc(C(=O)O)cc1, CC(C)(C)OC(=O)N1CCC(CN)CC1. The product is CC(C)(C)OC(=O)N1CCC(CNC(=O)c2ccc(N)cc2)CC1. RXN SMILES: [CH3:26][N:27]1[CH2:28][CH2:29][O:30][CH2:31][CH2:32]1.[CH3:34][N:35]([CH3:36])[CH2:37][CH2:38][CH2:39][N:40]=[C:41]=[N:42][CH2:43][CH3:44].[Cl:45][CH2:46][Cl:47].[ClH:33].[NH2:16][c:17]1[cH:18][cH:19][c:20]([C:23]([OH:24])=[O:25])[cH:21][cH:22]1.[NH2:1][CH2:2][CH:3]1[CH2:4][CH2:5][N:6]([C:9](=[O:10])[O:11][C:12]([CH3:13])([CH3:14])[CH3:15])[CH2:7][CH2:8]1>>[NH:1]([CH2:2][CH:3]1[CH2:4][CH2:5][N:6]([C:9](=[O:10])[O:11][C:12]([CH3:13])([CH3:14])[CH3:15])[CH2:7][CH2:8]1)[C:23]([c:20]1[cH:19][cH:18][c:17]([NH2:16])[cH:22][cH:21]1)=[O:24]. Reactants: NC1=CC=C(C=C1)C=1N=CC(NC1)=O (5-(4-Aminophenyl)pyrazin-2(1H)-one), CN(C=O)C (dimethylformamide). Run in C(C)N(CC)CC (triethylamine). Conditions: time 30 minute. The product is N(=C=O)C1=CC=C(C=C1)C=1N=CC(NC1)=O (5-[4-(isocyanato)phenyl]-2(1H)-pyrazinone). As a reaction SMILES: [NH2:1][C:2]1[CH:7]=[CH:6][C:5]([C:8]2[N:9]=[CH:10][C:11](=[O:14])[NH:12][CH:13]=2)=[CH:4][CH:3]=1.CN(C)[CH:17]=[O:18]>C(N(CC)CC)C>[N:1]([C:2]1[CH:3]=[CH:4][C:5]([C:8]2[N:9]=[CH:10][C:11](=[O:14])[NH:12][CH:13]=2)=[CH:6][CH:7]=1)=[C:17]=[O:18]. Reported procedure: 5-(4-Aminophenyl)pyrazin-2(1H)-one (1 g) was dissolved in dimethylformamide (20 ml) and triethylamine (1.0 ml). The dark solution was filtered through diatomaceous earth, and then added dropwise to an ice-cooled solution of N,N'-carbonyldiimidazole (3.0 g) in dimethylformamide (20 ml) over 11/2 hours. The mixture was stirred for a further 30 minutes, to form 5-[4-(isocyanato)phenyl]-2(1H)-pyrazinone.